Dataset: the Open Reaction Database (ORD), a public repository of structured organic reaction records. Task: describe an organic reaction: reactants, conditions, products, and yield Reactants: COC(=O)c1ccccc1N, Cc1ccc(C)cc1, Cl, O, OCc1ccccc1. Yields the product COC(=O)c1cc(Cc2ccccc2)ccc1N. As a reaction SMILES: [C:1]([c:2]1[c:3]([NH2:4])[cH:5][cH:6][cH:7][cH:8]1)(=[O:9])[O:10][CH3:11].[CH3:22][c:23]1[cH:24][cH:25][c:26]([CH3:27])[cH:28][cH:29]1.[ClH:20].[OH2:21].[OH:12][CH2:13][c:14]1[cH:15][cH:16][cH:17][cH:18][cH:19]1>>[C:1]([c:2]1[c:3]([NH2:4])[cH:5][cH:6][c:7]([CH2:13][c:14]2[cH:15][cH:16][cH:17][cH:18][cH:19]2)[cH:8]1)(=[O:9])[O:10][CH3:11]. Starting materials: FC(C(=O)O)(F)F.FC(C(=O)O)(F)F.FC(C(=O)O)(F)F.ClC=1C=NC=2NC=3C=NC=C(CCC4=C(C=CC(NC1N2)=C4)NC(CC4CCNCC4)=O)C3 (N-[6-chloro-2,4,8,18,22-pentaazatetracyclo[14.3.1.1(3,7).1(9,13)]docosa-1(20),3(22),4,6,9(21),10,12,16,18-nonaen-12-yl]-2-piperidin-4-ylacetamide tris(trifluoroacetate)), N(=C=O)C1=CC=C(C=C1)C (1-isocyanato-4-methylbenzene). Product: FC(C(=O)O)(F)F.FC(C(=O)O)(F)F.ClC=1C=NC=2NC=3C=NC=C(CCC4=C(C=CC(NC1N2)=C4)NC(CC4CCN(CC4)C(=O)NC4=CC=C(C=C4)C)=O)C3 (4-(2-{[6-Chloro-2,4,8,18,22-pentaazatetracyclo[14.3.1.1(3,7).1(9,13)]docosa-1(20),3(22),4,6,9(21),10,12,16,18-nonaen-12-yl]amino}-2-oxoethyl)-N-(4-methylphenyl)piperidine-1-carboxamide bis(trifluoroacetate)). The yield is 30.0%. As a reaction SMILES: [F:1][C:2]([F:7])([F:6])[C:3]([OH:5])=[O:4].[F:8][C:9]([F:14])([F:13])[C:10]([OH:12])=[O:11].FC(F)(F)C(O)=O.[Cl:22][C:23]1[CH:24]=[N:25][C:26]2[NH:27][C:28]3[CH:29]=[N:30][CH:31]=[C:32]([CH:54]=3)[CH2:33][CH2:34][C:35]3[CH:43]=[C:39]([NH:40][C:41]=1[N:42]=2)[CH:38]=[CH:37][C:36]=3[NH:44][C:45](=[O:53])[CH2:46][CH:47]1[CH2:52][CH2:51][NH:50][CH2:49][CH2:48]1.[N:55]([C:58]1[CH:63]=[CH:62][C:61]([CH3:64])=[CH:60][CH:59]=1)=[C:56]=[O:57]>>[F:1][C:2]([F:7])([F:6])[C:3]([OH:5])=[O:4].[F:8][C:9]([F:14])([F:13])[C:10]([OH:12])=[O:11].[Cl:22][C:23]1[CH:24]=[N:25][C:26]2[NH:27][C:28]3[CH:29]=[N:30][CH:31]=[C:32]([CH:54]=3)[CH2:33][CH2:34][C:35]3[CH:43]=[C:39]([NH:40][C:41]=1[N:42]=2)[CH:38]=[CH:37][C:36]=3[NH:44][C:45](=[O:53])[CH2:46][CH:47]1[CH2:52][CH2:51][N:50]([C:56]([NH:55][C:58]2[CH:63]=[CH:62][C:61]([CH3:64])=[CH:60][CH:59]=2)=[O:57])[CH2:49][CH2:48]1 |f:0.1.2.3,5.6.7|. Procedure: The desired compound was prepared according to the procedure of Example A9, step H using N-[6-chloro-2,4,8,18,22-pentaazatetracyclo[14.3.1.1(3,7).1(9,13)]docosa-1(20),3(22),4,6,9(21),10,12,16,18-nonaen-12-yl]-2-piperidin-4-ylacetamide tris(trifluoroacetate) and 1-isocyanato-4-methylbenzene as starting materials in 30% yield. LCMS for C32H34ClN8O2 (M+H)+: m/z=597.2. The reactants are CC(CCCCCCCCC)(C)C=1C=C(C(=O)O)C=CC1OC (3-(1,1-dimethyldecyl)-4-methoxybenzoic acid), CC(CCCCCCCCC)(C)C=1C=C(C(=O)O)C=CC1OC (3-(1,1-dimethyldecyl)-4-methoxybenzoic acid), SC1=CC=C(C(=O)O)C=C1 (4-mercaptobenzoic acid), N1=CC=CC=C1 (pyridine). The solvent is ClCCl (dichloromethane). Conditions: time 8 hour. Yields the product CC(CCCCCCCCC)(C)C=1C=C(C(=O)SC2=CC=C(C(=O)O)C=C2)C=CC1OC (4-[3-(1,1-dimethyldecyl)-4-methoxybenzoylthio] benzoic acid). Yield: 84.0%. As a reaction SMILES: [CH3:1][C:2]([C:13]1[CH:14]=[C:15]([CH:19]=[CH:20][C:21]=1[O:22][CH3:23])[C:16]([OH:18])=O)([CH3:12])[CH2:3][CH2:4][CH2:5][CH2:6][CH2:7][CH2:8][CH2:9][CH2:10][CH3:11].[SH:24][C:25]1[CH:33]=[CH:32][C:28]([C:29]([OH:31])=[O:30])=[CH:27][CH:26]=1.N1C=CC=CC=1>ClCCl>[CH3:12][C:2]([C:13]1[CH:14]=[C:15]([CH:19]=[CH:20][C:21]=1[O:22][CH3:23])[C:16]([S:24][C:25]1[CH:33]=[CH:32][C:28]([C:29]([OH:31])=[O:30])=[CH:27][CH:26]=1)=[O:18])([CH3:1])[CH2:3][CH2:4][CH2:5][CH2:6][CH2:7][CH2:8][CH2:9][CH2:10][CH3:11]. Procedure details: Crude 3-(1,1-dimethyldecyl)-4-methoxybenzoic acid, prepared starting with 1.6 g (5 mmoles) of 3-(1,1-dimethyldecyl)-4-methoxybenzoic acid, described in Example 11 of European Patent No. 0.232.199 is dissolved in 20 ml of dichloromethane. The solution is slowly added to a mixture of 771 mg (5 mmoles) of 4-mercaptobenzoic acid and 8 ml of pyridine. The reaction mixture is stirred at ambient temperature for 8 hours, evaporated to dryness, taken up in water, acidified to pH 5 with 1N HCl and extract... Starting materials: NC(=O)c1sc2cnccc2c1Br, CC#N, ClCCl, [Na+], [Na+], O=C([O-])[O-], O=P(Cl)(Cl)Cl. The product is N#Cc1sc2cnccc2c1Br. RXN SMILES: [Br:1][c:2]1[c:3]([C:11](=[O:12])[NH2:13])[s:4][c:5]2[cH:6][n:7][cH:8][cH:9][c:10]12.[CH3:28][C:29]#[N:30].[Cl:25][CH2:26][Cl:27].[Na+:19].[Na+:20].[O-:21][C:22](=[O:23])[O-:24].[P:14]([Cl:15])([Cl:16])([Cl:17])=[O:18]>>[Br:1][c:2]1[c:3]([C:11]#[N:13])[s:4][c:5]2[cH:6][n:7][cH:8][cH:9][c:10]12. Reactants: CC1CCCN1CCc1ccc2cc(Br)ccc2n1, N#Cc1ccc(B(O)O)cc1, CCOC(C)=O, CC(C)O, [K+], [K+], [K+], O=P([O-])([O-])[O-], Cl[Pd]Cl, c1ccc(P(c2ccccc2)c2ccccc2)cc1, c1ccc(P(c2ccccc2)c2ccccc2)cc1. Yields the product CC1CCCN1CCc1ccc2cc(-c3ccc(C#N)cc3)ccc2n1. RXN SMILES: [Br:1][c:2]1[cH:3][c:4]2[cH:5][cH:6][c:7]([CH2:12][CH2:13][N:14]3[CH:15]([CH3:19])[CH2:16][CH2:17][CH2:18]3)[n:8][c:9]2[cH:10][cH:11]1.[C:20](#[N:21])[c:22]1[cH:23][cH:24][c:25]([B:28]([OH:29])[OH:30])[cH:26][cH:27]1.[CH3:43][CH2:44][O:45][C:46](=[O:47])[CH3:48].[CH:39]([OH:40])([CH3:41])[CH3:42].[K+:36].[K+:37].[K+:38].[P:31]([O-:32])([O-:33])([O-:34])=[O:35].[Pd:49]([Cl:50])[Cl:51].[c:52]1([P:53]([c:54]2[cH:55][cH:56][cH:57][cH:58][cH:59]2)[c:60]2[cH:61][cH:62][cH:63][cH:64][cH:65]2)[cH:66][cH:67][cH:68][cH:69][cH:70]1.[c:71]1([P:72]([c:73]2[cH:74][cH:75][cH:76][cH:77][cH:78]2)[c:79]2[cH:80][cH:81][cH:82][cH:83][cH:84]2)[cH:85][cH:86][cH:87][cH:88][cH:89]1>>[c:2]1(-[c:25]2[cH:24][cH:23][c:22]([C:20]#[N:21])[cH:27][cH:26]2)[cH:3][c:4]2[cH:5][cH:6][c:7]([CH2:12][CH2:13][N:14]3[CH:15]([CH3:19])[CH2:16][CH2:17][CH2:18]3)[n:8][c:9]2[cH:10][cH:11]1. RXN SMILES: [NH2:1][C:2]1[N:7]([CH2:8][CH2:9][CH3:10])[C:6](=[O:11])[N:5]([CH2:12][CH2:13][CH3:14])[C:4](=[O:15])[C:3]=1[NH:16][C:17](=O)[CH:18]([CH3:35])[CH2:19][C:20]1[CH:25]=[CH:24][C:23]([O:26][CH2:27][C:28]([O:30][C:31]([CH3:34])(C)C)=[O:29])=[CH:22][CH:21]=1>C1C=CC=CC=1>[CH2:12]([N:5]1[C:4](=[O:15])[C:3]2[N:16]=[C:17]([CH:18]([CH3:35])[CH2:19][C:20]3[CH:25]=[CH:24][C:23]([O:26][CH2:27][C:28]([O:30][CH2:31][CH3:34])=[O:29])=[CH:22][CH:21]=3)[NH:1][C:2]=2[N:7]([CH2:8][CH2:9][CH3:10])[C:6]1=[O:11])[CH2:13][CH3:14]. The reactants are ethyl enolate, NC1=C(C(N(C(N1CCC)=O)CCC)=O)NC(C(CC1=CC=C(C=C1)OCC(=O)OC(C)(C)C)C)=O ((+)-2-[[4-[3-[(6-amino-1-propyl-1,2,3,4-tetrahydro-3-propyl-2,4-dioxo-5-pyrimidinyl)amino]-2-methyl-3-oxopropyl]phenyl]oxy]-acetic acid, 1,1-dimethylethyl ester). Procedure: Dissolve the ethyl enolate of (+)-2-[[4-[3-[(6-amino-1-propyl-1,2,3,4-tetrahydro-3-propyl-2,4-dioxo-5-pyrimidinyl)amino]-2-methyl-3-oxopropyl]phenyl]oxy]-acetic acid, 1,1-dimethylethyl ester (0.68 g, 1.28 mmol) in benzene (200 mL) and heat at 70° C. for 20 hours. Evaporate the solvent in vacuo and purify the residue by radial chromatography (30→40→50% ethyl acetate/hexane) to give (+)-2-[4-[2-(2,3,6,9-tetrahydro-1,3-dipropyl-2,6-dioxo-1H-purin-8-yl)propyl]phenoxy]acetic acid, ethyl ester (0.55 g... The yield is 94.1%. Run in C1=CC=CC=C1 (benzene). Reaction conditions: temperature 70 celsius. Product: C(CC)N1C(N(C=2NC(=NC2C1=O)C(CC1=CC=C(OCC(=O)OCC)C=C1)C)CCC)=O ((+)-2-[4-[2-(2,3,6,9-tetrahydro-1,3-dipropyl-2,6-dioxo-1H-purin-8-yl)propyl]phenoxy]acetic acid, ethyl ester). Reactants: C(C)(C)(C)OC(=O)N1[C@@H](CC(C1)=NOC)C(=O)O ((2S,4EZ)-1-(tert-butoxycarbonyl)-4-(methoxyimino)-2-pyrrolidinecarboxylic acid), N(=C=O)CCCCC (1-isocyanatopentane), C(C1=CC=CC=C1)N (benzylamine). Yields the product C(C1=CC=CC=C1)NC(=O)[C@H]1N(CC(C1)=NOC)C(=O)NCCCCC ((2S,4EZ)-N2-benzyl-4-(methoxyimino)-N1-pentyl-1,2-pyrrolidinedicarboxamide). RXN SMILES: C(O[C:6]([N:8]1[CH2:12][C:11](=[N:13][O:14][CH3:15])[CH2:10][C@H:9]1[C:16]([OH:18])=O)=[O:7])(C)(C)C.[N:19]([CH2:22][CH2:23][CH2:24][CH2:25][CH3:26])=C=O.[CH2:27]([NH2:34])[C:28]1[CH:33]=[CH:32][CH:31]=[CH:30][CH:29]=1>>[CH2:27]([NH:34][C:16]([C@@H:9]1[CH2:10][C:11](=[N:13][O:14][CH3:15])[CH2:12][N:8]1[C:6]([NH:19][CH2:22][CH2:23][CH2:24][CH2:25][CH3:26])=[O:7])=[O:18])[C:28]1[CH:33]=[CH:32][CH:31]=[CH:30][CH:29]=1. Procedure: Following the general method as outlined in Example 22, starting from (2S,4EZ)-1-(tert-butoxycarbonyl)-4-(methoxyimino)-2-pyrrolidinecarboxylic acid, 1-isocyanatopentane, and benzylamine the title compound was obtained in 100% purity by LC/MS. MS(ESI+): m/z=361.0.